This data is from the Open Reaction Database (ORD), a public repository of structured organic reaction records. The task is: describe an organic reaction: reactants, conditions, products, and yield Reactants: C(OC(C)OC(C(C)C)=O)(SC)=O (O-(1-Isobutanoyloxyethyl) S-methyl thiocarbonate), C(C1=CC=CC=C1)(=O)O (benzoic acid). The product is C(OCCOC(C1=CC=CC=C1)=O)(SC)=O (O-(benzoyloxyethyl) S-methyl thiocarbonate). As a reaction SMILES: [C:1](=[O:13])([S:11][CH3:12])[O:2][CH:3](OC(=O)C(C)C)[CH3:4].[C:14]([OH:22])(=[O:21])[C:15]1[CH:20]=[CH:19][CH:18]=[CH:17][CH:16]=1>>[C:1](=[O:13])([S:11][CH3:12])[O:2][CH2:3][CH2:4][O:21][C:14](=[O:22])[C:15]1[CH:20]=[CH:19][CH:18]=[CH:17][CH:16]=1. Reported procedure: Following the procedures for synthesizing O-(1-isobutanoyloxyethyl) S-methyl thiocarbonate (2) and replacing isobutyric acid with benzoic acid in Step B affords O-(benzoyloxyethyl) S-methyl thiocarbonate (215) as an oil. Reactants: OCCC=1C=C(C=CC1OC)CC(C(=O)OCC)OC(C)C (ethyl 3-[3-(2-hydroxyethyl)-4-methoxyphenyl]-2-isopropoxypropanoate), ClC1=C(C=CC=C1)N=C=O (2-chlorophenylisocyanate). Product: ClC1=C(NC(=O)OCCC=2C=C(C=CC2OC)CC(C(=O)O)OC(C)C)C=CC=C1 (3-[3-(2-{[(2-Chloroanilino)carbonyl]oxy}ethyl)-4-methoxyphenyl]-2-isopropoxypropanoic acid). As a reaction SMILES: [OH:1][CH2:2][CH2:3][C:4]1[CH:5]=[C:6]([CH2:12][CH:13]([O:19][CH:20]([CH3:22])[CH3:21])[C:14]([O:16]CC)=[O:15])[CH:7]=[CH:8][C:9]=1[O:10][CH3:11].[Cl:23][C:24]1[CH:29]=[CH:28][CH:27]=[CH:26][C:25]=1[N:30]=[C:31]=[O:32]>>[Cl:23][C:24]1[CH:29]=[CH:28][CH:27]=[CH:26][C:25]=1[NH:30][C:31]([O:1][CH2:2][CH2:3][C:4]1[CH:5]=[C:6]([CH2:12][CH:13]([O:19][CH:20]([CH3:21])[CH3:22])[C:14]([OH:16])=[O:15])[CH:7]=[CH:8][C:9]=1[O:10][CH3:11])=[O:32]. Reported procedure: Using ethyl 3-[3-(2-hydroxyethyl)-4-methoxyphenyl]-2-isopropoxypropanoate and 2-chlorophenylisocyanate, the title compound was obtained in the same manner as described in Example 148. Reactants: C(C)(=O)OCC (ethyl acetate), [F-].C(CCC)[N+](CCCC)(CCCC)CCCC (tetrabutylammonium fluoride), solution, ClC1=CC=C(C=C1)C1=CC=C2C(=NN(C2=C1)COCC[Si](C)(C)C)NC(CCC)=O (N-[6-(4-chlorophenyl)-1-[[2-(trimethylsilyl)ethoxy]-methyl]-1H-indazol-3-yl]butanamide). The solvent is O1CCCC1 (tetrahydrofuran), O1CCCC1 (tetrahydrofuran). Conditions: temperature 65 celsius. Product: ClC1=CC=C(C=C1)C1=CC=C2C(=NNC2=C1)NC(CCC)=O (N-[6-(4-chlorophenyl)-1H-indazol-3-yl]butanamide). As a reaction SMILES: [F-].C([N+](CCCC)(CCCC)CCCC)CCC.[Cl:19][C:20]1[CH:25]=[CH:24][C:23]([C:26]2[CH:34]=[C:33]3[C:29]([C:30]([NH:43][C:44](=[O:48])[CH2:45][CH2:46][CH3:47])=[N:31][N:32]3COCC[Si](C)(C)C)=[CH:28][CH:27]=2)=[CH:22][CH:21]=1.C(OCC)(=O)C>O1CCCC1>[Cl:19][C:20]1[CH:21]=[CH:22][C:23]([C:26]2[CH:34]=[C:33]3[C:29]([C:30]([NH:43][C:44](=[O:48])[CH2:45][CH2:46][CH3:47])=[N:31][NH:32]3)=[CH:28][CH:27]=2)=[CH:24][CH:25]=1 |f:0.1|. Procedure details: 9.5 cm3 of tetrabutylammonium fluoride as a 1M solution in tetrahydrofuran are added to a solution of 600 mg of N-[6-(4-chlorophenyl)-1-[[2-(trimethylsilyl)ethoxy]-methyl]-1H-indazol-3-yl]butanamide, prepared previously, in 20 cm3 of tetrahydrofuran, the reaction medium is then heated at about 65° C. for 18 hours and the heating is stopped to add 40 cm3 of ethyl acetate. The organic phase is washed with 2×30 cm3 of saturated aqueous sodium hydrogen carbonate solution and then with 30 cm3 of satu... Starting materials: C1(=CC=CC=C1)COC(=O)N[C@H](CC(=O)[O-])C(=O)OC(C)(C)C (N-[(phenylmethoxy)carbonyl]-D-aspartic acid, 1,1-dimethylethyl ester), CN1CCOCC1 (N-methylmorpholine), C(C)OC(=O)Cl (ethylchloroformate). Run in O1CCCC1 (tetrahydrofuran). Conditions: temperature 23 celsius, time 3 minute. Product: C1(=CC=CC=C1)COC(=O)N[C@H](CCO)C(=O)OC(C)(C)C (N-[(Phenylmethoxy)carbonyl]-D-homoserine, 1,1-dimethylethyl ester). As a reaction SMILES: [C:1]1([CH2:7][O:8][C:9]([NH:11][C@@H:12]([C:17]([O:19][C:20]([CH3:23])([CH3:22])[CH3:21])=[O:18])[CH2:13][C:14]([O-])=[O:15])=[O:10])[CH:6]=[CH:5][CH:4]=[CH:3][CH:2]=1.CN1CCOCC1.C(OC(Cl)=O)C>O1CCCC1>[C:1]1([CH2:7][O:8][C:9]([NH:11][C@@H:12]([C:17]([O:19][C:20]([CH3:23])([CH3:22])[CH3:21])=[O:18])[CH2:13][CH2:14][OH:15])=[O:10])[CH:2]=[CH:3][CH:4]=[CH:5][CH:6]=1. Reported procedure: 29.23 g of N-[(phenylmethoxy)carbonyl]-D-aspartic acid, 1,1-dimethylethyl ester, prepared as in Example C, in 120 mL dry tetrahydrofuran at -10° C. was treated with 10 mL N-methylmorpholine. The mixture was stirred for 3 min and 8.7 mL ethylchloroformate was added dropwise. The mixture was warmed to 23° C. over 15 min and filtered. The filtrate was added dropwise over 30 min to a vigorously stirred mixture of 7.7 g sodium borohydride in 60 mL water at 3° C. The cooling bath was removed, the mixt... Starting materials: C(C)(=O)C(CCCC1=CC=CC=C1)C1=NC(=C2C(NC(=NN21)CC=2C=C1C=CC=NC1=CC2)=O)C (7-(1-Acetyl-4-phenylbutyl)-2-(quinolin-6-ylmethyl)-5-methylimidazo[5,1-f][1,2,4]-triazin-4(3H)-one), [BH4-].[Na+] (sodium borohydride). The product is OC(C)C(CCCC1=CC=CC=C1)C1=NC(=C2C(NC(=NN21)CC=2C=C1C=CC=NC1=CC2)=O)C (7-[1-(1-hydroxyethyl)-4-phenylbutyl]-2-(quinolin-6-ylmethyl)-5-methylimidazo-[5,1-f][1,2,4]triazin-4(3H)-one). Reaction SMILES: [C:1]([CH:4]([C:14]1[N:22]2[C:17]([C:18](=[O:34])[NH:19][C:20]([CH2:23][C:24]3[CH:25]=[C:26]4[C:31](=[CH:32][CH:33]=3)[N:30]=[CH:29][CH:28]=[CH:27]4)=[N:21]2)=[C:16]([CH3:35])[N:15]=1)[CH2:5][CH2:6][CH2:7][C:8]1[CH:13]=[CH:12][CH:11]=[CH:10][CH:9]=1)(=[O:3])[CH3:2].[BH4-].[Na+]>>[OH:3][CH:1]([CH:4]([C:14]1[N:22]2[C:17]([C:18](=[O:34])[NH:19][C:20]([CH2:23][C:24]3[CH:25]=[C:26]4[C:31](=[CH:32][CH:33]=3)[N:30]=[CH:29][CH:28]=[CH:27]4)=[N:21]2)=[C:16]([CH3:35])[N:15]=1)[CH2:5][CH2:6][CH2:7][C:8]1[CH:9]=[CH:10][CH:11]=[CH:12][CH:13]=1)[CH3:2] |f:1.2|. Reported procedure: 7-(1-Acetyl-4-phenylbutyl)-2-(quinolin-6-ylmethyl)-5-methylimidazo[5,1-f][1,2,4]-triazin-4(3H)-one is reacted analogously to Example 12 with sodium borohydride to give 7-[1-(1-hydroxyethyl)-4-phenylbutyl]-2-(quinolin-6-ylmethyl)-5-methylimidazo-[5,1-f][1,2,4]triazin-4(3H)-one. The reactants are C=CCC1=C(C)CC(O[Si](C)(C)C(C)(C)C)C1, CCCC[N+](CCCC)(CCCC)CCCC, [F-], C1CCOC1, O. Product: C=CCC1=C(C)CC(O)C1. As a reaction SMILES: [C:1]([Si:2]([CH3:3])([CH3:4])[O:8][CH:9]1[CH2:10][C:11]([CH2:15][CH:16]=[CH2:17])=[C:12]([CH3:14])[CH2:13]1)([CH3:5])([CH3:6])[CH3:7].[CH3:19][CH2:20][CH2:21][CH2:22][N+:23]([CH2:24][CH2:25][CH2:26][CH3:27])([CH2:28][CH2:29][CH2:30][CH3:31])[CH2:32][CH2:33][CH2:34][CH3:35].[F-:18].[O:37]1[CH2:38][CH2:39][CH2:40][CH2:41]1.[OH2:36]>>[OH:8][CH:9]1[CH2:10][C:11]([CH2:15][CH:16]=[CH2:17])=[C:12]([CH3:14])[CH2:13]1. The reactants are II (iodine), [NH4+].[OH-] (NH4OH), O1C(=CC=C1)CC(=O)C1=CC=CC=C1 (2-Furan-2-yl-1-phenyl-ethanone), NC(=S)N (thiourea), CN(C)C=O (DMF). Run in O (water). Reaction conditions: temperature 100 celsius. Product: O1C(=CC=C1)C1=C(N=C(S1)NC=O)C1=CC=CC=C1 (N-(5-Furan-2-yl-4-phenyl-thiazol-2-yl)-formamide). RXN SMILES: [O:1]1[CH:5]=[CH:4][CH:3]=[C:2]1[CH2:6][C:7]([C:9]1[CH:14]=[CH:13][CH:12]=[CH:11][CH:10]=1)=O.[NH2:15][C:16]([NH2:18])=[S:17].II.[NH4+].[OH-].CN([CH:26]=[O:27])C>O>[O:1]1[CH:5]=[CH:4][CH:3]=[C:2]1[C:6]1[S:17][C:16]([NH:18][CH:26]=[O:27])=[N:15][C:7]=1[C:9]1[CH:14]=[CH:13][CH:12]=[CH:11][CH:10]=1 |f:3.4|. Procedure: 2-Furan-2-yl-1-phenyl-ethanone (14.0 g, 75 mmol) and thiourea (11.5 g, 150 mmol) was dissolved in DMF (30 mL) and iodine (19.1 g, 75 mmol) was added. The reaction mixture was heated at 100° C. overnight, then diluted with water, made alkaline with saturated aqueous NH4OH, and extracted with ether. The organic phases were washed with water, dried over sodium sulfate, filtered, concentrated and purified by flash column chromatography using 1% ethyl acetate in hexane as eluent. Yield: 9.2 g, 45%